Dataset: the Open Reaction Database (ORD), a public repository of structured organic reaction records. Task: describe an organic reaction: reactants, conditions, products, and yield The reactants are C(CCC)OC(=O)NC=CC1=CC=C(OCC2CO2)C=C1 (1-[p-(2-n-butoxycarbonylaminovinyl)-phenoxy]-2,3-epoxy-propane), C(C)(C)N (isopropylamine). The solvent is C(C)(C)O (isopropanol). Product: C(CCC)OC(=O)NC=CC1=CC=C(OCC(CNC(C)C)O)C=C1 (1-[p-(2-n-butoxycarbonylaminovinyl)-phenoxy]-2-hydroxy-3-isopropylaminopropane), acetone-ether. Reaction SMILES: [CH2:1]([O:5][C:6]([NH:8][CH:9]=[CH:10][C:11]1[CH:21]=[CH:20][C:14]([O:15][CH2:16][CH:17]2[O:19][CH2:18]2)=[CH:13][CH:12]=1)=[O:7])[CH2:2][CH2:3][CH3:4].[CH:22]([NH2:25])([CH3:24])[CH3:23]>C(O)(C)C>[CH2:1]([O:5][C:6]([NH:8][CH:9]=[CH:10][C:11]1[CH:21]=[CH:20][C:14]([O:15][CH2:16][CH:17]([OH:19])[CH2:18][NH:25][CH:22]([CH3:24])[CH3:23])=[CH:13][CH:12]=1)=[O:7])[CH2:2][CH2:3][CH3:4]. Reported procedure: Analogously to the description in Example 2, 3.93 g (0.0135 mol) of 1-[p-(2-n-butoxycarbonylaminovinyl)-phenoxy]-2,3-epoxy-propane, on reaction with 1.22 ml (0.0142 mol) of isopropylamine in 50 ml of isopropanol, yield 1-[p-(2-n-butoxycarbonylaminovinyl)-phenoxy]-2-hydroxy-3-isopropylaminopropane of melting point of 125°-126° C. (from acetone-ether). The reactants are ClCCl, Cc1ccc(O)c(F)c1F, O=[N+]([O-])O. The product is Cc1cc([N+](=O)[O-])c(O)c(F)c1F. RXN SMILES: [Cl:15][CH2:16][Cl:17].[F:1][c:2]1[c:3]([OH:10])[cH:4][cH:5][c:6]([CH3:9])[c:7]1[F:8].[OH:11][N+:12]([O-:13])=[O:14]>>[F:1][c:2]1[c:3]([OH:10])[c:4]([N+:12](=[O:11])[O-:13])[cH:5][c:6]([CH3:9])[c:7]1[F:8]. Reactants: OCC1=CC=C(C=C1)C1=NC=C2C=3N1CCC3NC(C=C2)=O (1-(4-hydroxymethyl-phenyl)-8,9-dihydro-7H-2,7,9a-triaza-benzo[cd]azulen-6-one), S(=O)(Cl)Cl (thionyl chloride). Run in C(C)#N (acetonitrile). Product: ClCC1=CC=C(C=C1)C1=NC=C2C=3N1CCC3NC(C=C2)=O (1-(4-Chloromethyl-phenyl)-8,9-dihydro-7H-2,7,9a-triaza-benzo[cd]azulen-6-one). Reaction SMILES: O[CH2:2][C:3]1[CH:8]=[CH:7][C:6]([C:9]2[N:14]3[CH2:15][CH2:16][C:17]4[NH:18][C:19](=[O:22])[CH:20]=[CH:21][C:12]([C:13]=43)=[CH:11][N:10]=2)=[CH:5][CH:4]=1.S(Cl)([Cl:25])=O>C(#N)C>[Cl:25][CH2:2][C:3]1[CH:8]=[CH:7][C:6]([C:9]2[N:14]3[CH2:15][CH2:16][C:17]4[NH:18][C:19](=[O:22])[CH:20]=[CH:21][C:12]([C:13]=43)=[CH:11][N:10]=2)=[CH:5][CH:4]=1. Reported procedure: This compound was prepared by reacting 500 mg (1.7 mmol) of alcohol 58a, suspended in 25 mL of acetonitrile with 4 equivalents of thionyl chloride. After complete conversion as determined by HPLC analysis the reaction was concentrated in vacuo and the crude benzylchloride was without further purification. HPLC Rt=3.060 min. The reactants are O1CCCC1 (Tetrahydrofuran), N (ammonia), ClC=1C2=C(N=CN1)N(C=C2I)[C@@H]2CN(CC2)C(=O)OC(C)(C)C ((S)-tert-butyl 3-(4-chloro-5-iodo-7H-pyrrolo[2,3-d]pyrimidin-7-yl)pyrrolidine-1-carboxylate), C(Cl)(Cl)Cl (Chloroform). Solvent: O (water). Conditions: temperature 100 celsius, time 1.5 hour. Yields the product NC=1C2=C(N=CN1)N(C=C2I)[C@@H]2CN(CC2)C(=O)OC(C)(C)C ((S)-tert-butyl 3-(4-amino-5-iodo-7H-pyrrolo[2,3-d]pyrimidin-7-yl)pyrrolidine-1-carboxylate), compound. RXN SMILES: O1CCCC1.[NH3:6].Cl[C:8]1[C:9]2[C:16]([I:17])=[CH:15][N:14]([C@H:18]3[CH2:22][CH2:21][N:20]([C:23]([O:25][C:26]([CH3:29])([CH3:28])[CH3:27])=[O:24])[CH2:19]3)[C:10]=2[N:11]=[CH:12][N:13]=1.C(Cl)(Cl)Cl>O>[NH2:6][C:8]1[C:9]2[C:16]([I:17])=[CH:15][N:14]([C@H:18]3[CH2:22][CH2:21][N:20]([C:23]([O:25][C:26]([CH3:29])([CH3:28])[CH3:27])=[O:24])[CH2:19]3)[C:10]=2[N:11]=[CH:12][N:13]=1. Procedure details: Tetrahydrofuran (2.5 ml) and 28% aqueous ammonia (2.5 ml) were added to (S)-tert-butyl 3-(4-chloro-5-iodo-7H-pyrrolo[2,3-d]pyrimidin-7-yl)pyrrolidine-1-carboxylate (400 mg) obtained in Step 1 above. The reaction mixture was stirred at 100° C. for 1.5 hours using a microwave reactor. Chloroform and water were added thereto to separate the organic layer. The organic layer was dried over anhydrous sodium sulfate, and the solvent was distilled off under reduced pressure to obtain the title compound ... The reactants are CCO, Cl, COCOc1ccc(C(=O)OC)c(C(F)F)c1, O. Product: COC(=O)c1ccc(O)cc1C(F)F. Reaction SMILES: [CH3:19][CH2:20][OH:21].[ClH:18].[F:1][CH:2]([c:3]1[c:4]([C:5](=[O:6])[O:7][CH3:8])[cH:9][cH:10][c:11]([O:13][CH2:14][O:15][CH3:16])[cH:12]1)[F:17].[OH2:22]>>[F:1][CH:2]([c:3]1[c:4]([C:5](=[O:6])[O:7][CH3:8])[cH:9][cH:10][c:11]([OH:13])[cH:12]1)[F:17]. Reactants: C(C)(C)(C)O[C@H](C(=O)OCC)C1=C2N3CCC(OCCCCCC=4C=C(C=CC4COCC4=NN2C(N=C1C)=C4)F)(CC3)C (ethyl (2S)-2-(tert-butoxy)-2-{16-fluoro-4,25-dimethyl-11,24-dioxa-1,5,7,8-tetraazapentacyclo[23.2.2.16,9.02,7.013,18]triaconta-2,4,6(30),8,13(18),14,16-heptaen-3-yl}acetate), [OH-].[Na+] (NaOH). The solvent is CCO (EtOH). Yields the product C(C)(C)(C)O[C@H](C(=O)O)C1=C2N3CCC(OCCCCCC=4C=C(C=CC4COCC4=NN2C(N=C1C)=C4)F)(CC3)C ((2S)-2-(tert-butoxy)-2-{16-fluoro-4,25-dimethyl-11,24-dioxa-1,5,7,8-tetraazapentacyclo[23.2.2.16,9.02,7.013,18]triaconta-2,4,6(30),8,13(18),14,16-heptaen-3-yl}acetic acid). Yield: 67.8%. Reaction SMILES: [C:1]([O:5][C@@H:6]([C:12]1[C:38]([CH3:39])=[N:37][C:36]2=[CH:40][C:33]3=[N:34][N:35]2[C:13]=1[N:14]1[CH2:43][CH2:42][C:17]([CH3:44])([O:18][CH2:19][CH2:20][CH2:21][CH2:22][CH2:23][C:24]2[CH:25]=[C:26]([F:41])[CH:27]=[CH:28][C:29]=2[CH2:30][O:31][CH2:32]3)[CH2:16][CH2:15]1)[C:7]([O:9]CC)=[O:8])([CH3:4])([CH3:3])[CH3:2].[OH-].[Na+]>CCO>[C:1]([O:5][C@@H:6]([C:12]1[C:38]([CH3:39])=[N:37][C:36]2=[CH:40][C:33]3=[N:34][N:35]2[C:13]=1[N:14]1[CH2:15][CH2:16][C:17]([CH3:44])([O:18][CH2:19][CH2:20][CH2:21][CH2:22][CH2:23][C:24]2[CH:25]=[C:26]([F:41])[CH:27]=[CH:28][C:29]=2[CH2:30][O:31][CH2:32]3)[CH2:42][CH2:43]1)[C:7]([OH:9])=[O:8])([CH3:4])([CH3:2])[CH3:3] |f:1.2|. Procedure: A mixture of ethyl (2S)-2-(tert-butoxy)-2-{16-fluoro-4,25-dimethyl-11,24-dioxa-1,5,7,8-tetraazapentacyclo[23.2.2.16,9.02,7.013,18]triaconta-2,4,6(30),8,13(18),14,16-heptaen-3-yl}acetate (36 mg, 0.059 mmol) and NaOH (0.295 mL, 0.295 mmol) in EtOH (2 mL) was refluxed for 2 h. It was then filtered and purified by preparative HPLC to obtain (2S)-2-(tert-butoxy)-2-{16-fluoro-4,25-dimethyl-11,24-dioxa-1,5,7,8-tetraazapentacyclo[23.2.2.16,9.02,7.013,18]triaconta-2,4,6(30),8,13(18),14,16-heptaen-3-yl}ac...